The task is: describe an organic reaction: reactants, conditions, products, and yield. This data is from the Open Reaction Database (ORD), a public repository of structured organic reaction records. Reactants: NC1=C(C=C2C3=CC(CCC3(CC2=C1)CCCC)=O)F (7-amino-9a-butyl-6-fluoro-1,2,9,9a-tetrahydro-3H-fluoren-3-one), BrC=1C(C(=C(C(C1Br)([N+](=O)[O-])C)Br)Br)=O (2,3,5,6-tetrabromo-4-methyl-4-nitro-2,5-cyclohexadien-1-one). Run in CCOC(=O)C (EtOAc), FC(C(=O)O)(F)F (trifluoroacetic acid). Reaction conditions: time 1 hour. Product: NC1=C(C=C2C3=C(C(CCC3(CC2=C1)CCCC)=O)[N+](=O)[O-])F (7-amino-9a-butyl-6-fluoro-4-nitro-1,2,9,9a-tetrahydro-3H-fluoren-3-one). Reaction SMILES: [NH2:1][C:2]1[CH:14]=[C:13]2[C:5]([C:6]3[C:11]([CH2:15][CH2:16][CH2:17][CH3:18])([CH2:12]2)[CH2:10][CH2:9][C:8](=[O:19])[CH:7]=3)=[CH:4][C:3]=1[F:20].BrC1C(=O)C(Br)=C(Br)C(C)([N+:29]([O-:31])=[O:30])C=1Br>FC(F)(F)C(O)=O.CCOC(C)=O>[NH2:1][C:2]1[CH:14]=[C:13]2[C:5]([C:6]3[C:11]([CH2:15][CH2:16][CH2:17][CH3:18])([CH2:12]2)[CH2:10][CH2:9][C:8](=[O:19])[C:7]=3[N+:29]([O-:31])=[O:30])=[CH:4][C:3]=1[F:20]. Procedure: A solution of 7-amino-9a-butyl-6-fluoro-1,2,9,9a-tetrahydro-3H-fluoren-3-one (34.6 mg, 0.126 mmol) in trifluoroacetic acid (0.25 mL) was treated with 2,3,5,6-tetrabromo-4-methyl-4-nitro-2,5-cyclohexadien-1-one (59 mg, 0.126 mmol). The resulting mixture was placed under a N2 atmosphere, sonicated briefly, and stirred at room temperature for one hour. The mixture was diluted with EtOAc (15 mL), washed successively with water, 5% NaHCO3 and brine, dried over MgSO4, filtered, and evaporated under va... The reactants are ClC1=CC(=NC=N1)C(=O)C1=CC2=C(NC(O2)=O)C(=C1)C (6-(6-chloropyrimidine-4-carbonyl)-4-methyl-3H-benzoxazol-2-one), N1C(NC2(C3=CC=CC=C13)CCNCC2)=O (1′H-spiro[piperidin-4,4′-quinazolin]-2′(3′H)-one), CCN(C(C)C)C(C)C (DIPEA). The solvent is CN(C)C=O (DMF). Run at time 8 hour. The product is CC1=CC(=CC2=C1NC(O2)=O)C(=O)C2=NC=NC(=C2)N2CCC1(NC(NC3=CC=CC=C13)=O)CC2 (4-methyl-6-(6-(2′-oxo-2′,3′-dihydro-1′H-spiro[piperidin-4,4′-quinazolin]-1-yl)pyrimidine-4-carbonyl)benzo[d]oxazol-2(3H)-one). RXN SMILES: Cl[C:2]1[N:7]=[CH:6][N:5]=[C:4]([C:8]([C:10]2[CH:19]=[C:18]([CH3:20])[C:13]3[NH:14][C:15](=[O:17])[O:16][C:12]=3[CH:11]=2)=[O:9])[CH:3]=1.[NH:21]1[C:30]2[C:25](=[CH:26][CH:27]=[CH:28][CH:29]=2)[C:24]2([CH2:35][CH2:34][NH:33][CH2:32][CH2:31]2)[NH:23][C:22]1=[O:36].CCN(C(C)C)C(C)C>CN(C=O)C>[CH3:20][C:18]1[C:13]2[NH:14][C:15](=[O:17])[O:16][C:12]=2[CH:11]=[C:10]([C:8]([C:4]2[CH:3]=[C:2]([N:33]3[CH2:32][CH2:31][C:24]4([C:25]5[C:30](=[CH:29][CH:28]=[CH:27][CH:26]=5)[NH:21][C:22](=[O:36])[NH:23]4)[CH2:35][CH2:34]3)[N:7]=[CH:6][N:5]=2)=[O:9])[CH:19]=1. Procedure details: 144 mg (0.500 mmol) 6-(6-chloropyrimidine-4-carbonyl)-4-methyl-3H-benzoxazol-2-one, 108 mg (0.500 mmol) 1′H-spiro[piperidin-4,4′-quinazolin]-2′(3′H)-one and 0.174 mL (1.00 mmol) DIPEA were combined in 5.0 mL DMF and stirred overnight at RT. The reaction mixture was purified by preparative HPLC, the fractions containing the product were combined and the organic solvent was eliminated i.vac. The aqueous phase was neutralised by the addition of 4N aqueous NaOH solution. The product precipitated as ... Starting materials: C([O-])([O-])=O.[Na+].[Na+] (sodium carbonate), Cl (HCl), P(=O)(Cl)(Cl)Cl (Phosphorus oxychloride), N1=CC=CC=2C(NC(CC12)=O)=O (1,6-naphthyridin-5,7(6H,8H)-dione), C([O-])([O-])=O.[Na+].[Na+] (sodium carbonate). Reagents/catalysts: [Cl-].C[N+](C)(C)C (tetramethylammonium chloride). The solvent is C(C)(=O)OCC (Ethyl acetate). Run at temperature 103.5 celsius, time 36 hour. Yields the product ClC1=C2C=CC=NC2=CC(=N1)Cl (5,7-Dichloro-1,6-napthyridine). Reaction SMILES: P(Cl)(Cl)([Cl:3])=O.[N:6]1[C:15]2[CH2:14][C:13](=O)[NH:12][C:11](=O)[C:10]=2[CH:9]=[CH:8][CH:7]=1.C(=O)([O-])[O-].[Na+].[Na+].[ClH:24]>[Cl-].C[N+](C)(C)C.C(OCC)(=O)C>[Cl:24][C:11]1[N:12]=[C:13]([Cl:3])[CH:14]=[C:15]2[C:10]=1[CH:9]=[CH:8][CH:7]=[N:6]2 |f:2.3.4,6.7|. Procedure: Phosphorus oxychloride (3 vol) is charged to the reactor at 30±5° C. followed by 1,6-naphthyridin-5,7(6H,8H)-dione (1 eq), tetramethylammonium chloride (1.05 eq) and a rinse of phosphorus oxychloride (0.5 vol). The mixture is heated to 103.5±3.5° C. and stirred for a minimum of 36 h. The reaction is then cooled to 60±5° C. and sampled. On receipt of a successful sample, toluene (4 vol) is added and the mixture concentrated to 2-3 volumes by distillation under vacuum (NLT 650 mm of Hg) and temper...